This data is from the Open Reaction Database (ORD), a public repository of structured organic reaction records. The task is: describe an organic reaction: reactants, conditions, products, and yield Starting materials: Cl (Hydrogen chloride), solution, C1=C2C3=C(C=NC2=CC=C1)N=C1N3CCCN(C1)C(=O)OC(C)(C)C (tert-butyl 11,12-dihydro-8H-[1,4]diazepino[1′,2′:1,2]imidazo[4,5-c]quinoline-9(10H)-carboxylate). Solvent: O1CCOCC1 (1,4-dioxane), CO (methanol), C(C)OCC (diethyl ether). Conditions: time 8 hour. The product is Cl.C1=C2C3=C(C=NC2=CC=C1)N=C1N3CCCNC1 (9,10,11,12-tetrahydro-8H-[1,4]diazepino[1′,2′:1,2]imidazo[4,5-c]quinoline hydrochloride). RXN SMILES: [ClH:1].[CH:2]1[CH:11]=[CH:10][CH:9]=[C:8]2[C:3]=1[C:4]1[N:14]3[CH2:15][CH2:16][CH2:17][N:18](C(OC(C)(C)C)=O)[CH2:19][C:13]3=[N:12][C:5]=1[CH:6]=[N:7]2>O1CCOCC1.CO.C(OCC)C>[ClH:1].[CH:2]1[CH:11]=[CH:10][CH:9]=[C:8]2[C:3]=1[C:4]1[N:14]3[CH2:15][CH2:16][CH2:17][NH:18][CH2:19][C:13]3=[N:12][C:5]=1[CH:6]=[N:7]2 |f:5.6|. Reported procedure: Hydrogen chloride (100 mL of a 4 N solution in 1,4-dioxane) was added to a solution of tert-butyl 11,12-dihydro-8H-[1,4]diazepino[1′,2′:1,2]imidazo[4,5-c]quinoline-9(10H)-carboxylate (9.1 g, 27 mmol) in methanol (60 mL). The reaction was stirred overnight at ambient temperature and then diluted with diethyl ether. A precipitate was present and was isolated by filtration, washed sequentially with dichloromethane and diethyl ether, and dried under vacuum to provide 7.47 g of 9,10,11,12-tetrahydro-...